From a dataset of the Open Reaction Database (ORD), a public repository of structured organic reaction records. describe an organic reaction: reactants, conditions, products, and yield Reactants: C1CCNC1, CCOCCO, N#Cc1ccc(Cl)c2cccnc12. Yields the product N#Cc1ccc(N2CCCC2)c2cccnc12. As a reaction SMILES: [CH2:14]1[CH2:15][CH2:16][NH:17][CH2:18]1.[CH3:19][CH2:20][O:21][CH2:22][CH2:23][OH:24].[Cl:1][c:2]1[c:3]2[cH:4][cH:5][cH:6][n:7][c:8]2[c:9]([C:12]#[N:13])[cH:10][cH:11]1>>[c:2]1([N:17]2[CH2:16][CH2:15][CH2:14][CH2:18]2)[c:3]2[cH:4][cH:5][cH:6][n:7][c:8]2[c:9]([C:12]#[N:13])[cH:10][cH:11]1. The reactants are C(C)(=O)NC=1C=CC2=C(C3=CC=CC=C3N=C2C1)N (3-Acetamidyl-9-aminoacridine), P(=O)(Cl)(Cl)Cl (phosphorus oxychloride). Reaction conditions: temperature 140 celsius. Product: C(C)(=O)NC=1C=CC2=C(C3=CC=C(C=C3N=C2C1)NC(C)=O)N (3,6-Diacetamidyl-9-aminoacridine). Yield: 175.2%. As a reaction SMILES: [C:1]([NH:4][C:5]1[CH:6]=[CH:7][C:8]2[C:17]([CH:18]=1)=[N:16][C:15]1[C:10](=[CH:11][CH:12]=[CH:13][CH:14]=1)[C:9]=2[NH2:19])(=[O:3])[CH3:2].P(Cl)(Cl)(Cl)=O>>[C:1]([NH:4][C:5]1[CH:6]=[CH:7][C:8]2[C:17]([CH:18]=1)=[N:16][C:15]1[C:10](=[CH:11][CH:12]=[C:13]([NH:4][C:1](=[O:3])[CH3:2])[CH:14]=1)[C:9]=2[NH2:19])(=[O:3])[CH3:2]. Procedure: 4′-Bromodiphenylamine-2-carboxylic acid 3 (430 mg, 1.47 mmol) and phosphorus oxychloride (5 mL) were charged to a 25 mL rbf equipped with a reflux condenser and nitrogen bubbler. The reaction mixture was refluxed at 140° C. for 1 hour until a red colour was obtained. The excess POCl3 was removed in vacuo. The reaction mixture was carefully quenched with ice, basified with concentrated aqueous ammonia solution (the flask was kept cold with an ice bath), and extracted with chloroform. The combined... Reactants: COC1=CC=C(CNCCNC(=O)C=2SC=CC2NC2=C3C(=NC=C2)NC=C3)C=C1 (3-(1H-Pyrrolo[2,3-b]pyridin-4-ylamino)-thiophene-2-carboxylic acid [2-(4-methoxy-benzylamino)-ethyl]-amide), FC1=CC=C(C=O)C=C1 (4-fluorobenzaldehyde). The product is FC1=CC=C(CNCCNC(=O)C=2SC=CC2NC2=C3C(=NC=C2)NC=C3)C=C1 (3-(1H-Pyrrolo[2,3-b]pyridin-4-ylamino)-thiophene-2-carboxylic acid [2-(4-fluoro-benzylamino)-ethyl]-amide). Reaction SMILES: CO[C:3]1[CH:30]=[CH:29][C:6]([CH2:7][NH:8][CH2:9][CH2:10][NH:11][C:12]([C:14]2[S:15][CH:16]=[CH:17][C:18]=2[NH:19][C:20]2[CH:25]=[CH:24][N:23]=[C:22]3[NH:26][CH:27]=[CH:28][C:21]=23)=[O:13])=[CH:5][CH:4]=1.[F:31]C1C=CC(C=O)=CC=1>>[F:31][C:3]1[CH:30]=[CH:29][C:6]([CH2:7][NH:8][CH2:9][CH2:10][NH:11][C:12]([C:14]2[S:15][CH:16]=[CH:17][C:18]=2[NH:19][C:20]2[CH:25]=[CH:24][N:23]=[C:22]3[NH:26][CH:27]=[CH:28][C:21]=23)=[O:13])=[CH:5][CH:4]=1. Procedure: This compound was prepared in an analogous manner as 3-(1H-Pyrrolo[2,3-b]pyridin-4-ylamino)-thiophene-2-carboxylic acid [2-(4-methoxy-benzylamino)-ethyl]-amide using 4-fluorobenzaldehyde instead of 4-methoxy benzaldehyde. LCMS (ESI) 410 (M+H) 1H NMR (400 MHz, DMSO-d6) δ ppm 11.52 (1H, br. s.) 10.25 (1H, s) 7.99-8.07 (2H, m) 7.77 (1H, d, J=5.42 Hz) 7.46 (1H, d, J=5.42 Hz) 7.31 (3H, dt, J=5.72, 2.82 Hz) 7.06 (2H, t, J=8.91 Hz) 6.79 (1H, d, J=5.42 Hz) 6.43 (1H, dd, J=3.47, 1.95 Hz) 3.65 (2H, s) 3.3... The reactants are CC(C#C)C (3-methyl-1-butyne), FC(S(=O)(=O)OC1=C(C=C(C=C1)[N+](=O)[O-])NC(CCC)=O)(F)F (2-butyramido-4-nitrophenyl trifluoromethanesulfonate), FC(S(=O)(=O)OC1=C(C=C(C=C1)[N+](=O)[O-])NC(CCC)=O)(F)F (2-butyramido-4-nitrophenyl trifluoromethanesulfonate). Reagents/catalysts: C=1C=CC(=CC1)[P](C=2C=CC=CC2)(C=3C=CC=CC3)[Pd]([P](C=4C=CC=CC4)(C=5C=CC=CC5)C=6C=CC=CC6)([P](C=7C=CC=CC7)(C=8C=CC=CC8)C=9C=CC=CC9)[P](C=1C=CC=CC1)(C=1C=CC=CC1)C=1C=CC=CC1 (Pd(PPh3)4), [N+](CCCC)(CCCC)(CCCC)CCCC.[I-] (n-Bu4NI), [Cu]I (CuI). Solvent: CC#N (CH3CN), CCN(CC)CC (Et3N). Run at temperature 0 celsius, time 5 minute. Product: CC(C#CC1=C(C=C(C=C1)[N+](=O)[O-])NC(CCC)=O)C (N-(2-(3-Methylbut-1-ynyl)-5-nitrophenyl)butyramide). Reaction SMILES: FC(F)(F)S(O[C:7]1[CH:12]=[CH:11][C:10]([N+:13]([O-:15])=[O:14])=[CH:9][C:8]=1[NH:16][C:17](=[O:21])[CH2:18][CH2:19][CH3:20])(=O)=O.[CH3:24][CH:25]([CH3:28])[C:26]#[CH:27]>[N+](CCCC)(CCCC)(CCCC)CCCC.[I-].CC#N.CCN(CC)CC.[Cu]I.C1C=CC([P]([Pd]([P](C2C=CC=CC=2)(C2C=CC=CC=2)C2C=CC=CC=2)([P](C2C=CC=CC=2)(C2C=CC=CC=2)C2C=CC=CC=2)[P](C2C=CC=CC=2)(C2C=CC=CC=2)C2C=CC=CC=2)(C2C=CC=CC=2)C2C=CC=CC=2)=CC=1>[CH3:24][CH:25]([CH3:28])[C:26]#[C:27][C:7]1[CH:12]=[CH:11][C:10]([N+:13]([O-:15])=[O:14])=[CH:9][C:8]=1[NH:16][C:17](=[O:21])[CH2:18][CH2:19][CH3:20] |f:2.3,^1:62,64,83,102|. Reported procedure: A mixture of 2-butyramido-4-nitrophenyl trifluoromethanesulfonate (Compound 118, 200 mg, 0.56 mmol), CuI (32 mg, 0.17 mmol), and n-Bu4NI (311 mg, 0.84 mmol) in CH3CN (5 ml) and Et3N (1 ml) was purged with N2 for 10 min and Pd(PPh3)4 (64 mg, 0.056 mmol) was added and the mixture was purged with N2 for another 5 min. The mixture was then cooled to 0° C. and 3-methyl-1-butyne (76 mg, 1.12 mmol) was added. After 5 min, the reaction was quenched with aqueous NaHCO3, extracted with EtOAc (×3). The com... Starting materials: C(C)OC(=O)C=1C2=C(C=NC1)C(=CS2)COC2=CC(=CC=C2)NC(C2=C(C=CC=C2)Cl)=O (3-[3-(2-Chloro-benzoylamino)-phenoxymethyl]-thieno[3,2-c]pyridine-7-carboxylic acid ethyl ester), C(O)CN (ethanolamine), Example 16. Yields the product OCCNC(=O)C=1C2=C(C=NC1)C(=CS2)COC2=CC(=CC=C2)NC(C2=C(C=CC=C2)Cl)=O (3-[3-(2-Chloro-benzoylamino)-phenoxymethyl]-thieno[3,2-c]pyridine-7-carboxylic acid (2-hydroxy-ethyl)-amide). RXN SMILES: C(O[C:4]([C:6]1[C:7]2[S:14][CH:13]=[C:12]([CH2:15][O:16][C:17]3[CH:22]=[CH:21][CH:20]=[C:19]([NH:23][C:24](=[O:32])[C:25]4[CH:30]=[CH:29][CH:28]=[CH:27][C:26]=4[Cl:31])[CH:18]=3)[C:8]=2[CH:9]=[N:10][CH:11]=1)=[O:5])C.[CH2:33]([CH2:35][NH2:36])[OH:34]>>[OH:34][CH2:33][CH2:35][NH:36][C:4]([C:6]1[C:7]2[S:14][CH:13]=[C:12]([CH2:15][O:16][C:17]3[CH:22]=[CH:21][CH:20]=[C:19]([NH:23][C:24](=[O:32])[C:25]4[CH:30]=[CH:29][CH:28]=[CH:27][C:26]=4[Cl:31])[CH:18]=3)[C:8]=2[CH:9]=[N:10][CH:11]=1)=[O:5]. Procedure: 3-[3-(2-Chloro-benzoylamino)-phenoxymethyl]-thieno[3,2-c]pyridine-7-carboxylic acid (2-hydroxy-ethyl)-amide was prepared from 3-[3-(2-chloro-benzoylamino)-phenoxymethyl]-thieno[3,2-c]pyridine-7-carboxylic acid ethyl ester (from Example 11 supra) and ethanolamine (Aldrich) following the procedure described in Example 16 as a light-yellow solid. Reactants: [N+](=O)([O-])C1=C(C=CC=C1)NN ((2-nitrophenyl)hydrazine), C(C)OC=C(C(=O)OCC)C(=O)OCC ((Ethoxymethylene)propanedioic acid, diethyl ester). Solvent: C(C)O (ethanol). Run at time 30 minute. Yields the product OC1=C(C=NN1C1=C(C=CC=C1)[N+](=O)[O-])C(=O)OCC (5-hydroxy-1-(2-nitrophenyl)-1H-pyrazole-4-carboxylic acid, ethyl ester). The yield is 43.9%. Reaction SMILES: [N+:1]([C:4]1[CH:9]=[CH:8][CH:7]=[CH:6][C:5]=1[NH:10][NH2:11])([O-:3])=[O:2].C([O:14][CH:15]=[C:16]([C:22](OCC)=O)[C:17]([O:19][CH2:20][CH3:21])=[O:18])C>C(O)C>[OH:14][C:15]1[N:10]([C:5]2[CH:6]=[CH:7][CH:8]=[CH:9][C:4]=2[N+:1]([O-:3])=[O:2])[N:11]=[CH:22][C:16]=1[C:17]([O:19][CH2:20][CH3:21])=[O:18]. Procedure details: 102 g (2-nitrophenyl)hydrazine and 142 g (Ethoxymethylene)propanedioic acid, diethyl ester are dissolved in 300 ml ethanol and refluxed for 20 hours. After cooling the clear red solution is evaporated and the solvent distilled off. The remaining crystalline residue (168 g) is added to 400 g PPA (polyphosphoric acid) at a temperature of 80° C. The reaction is completed by heating the solution for 10 minutes to 120° C. The solution is then immediately poured on 2 kg ice and stirred for 30 minutes....